describe an organic reaction: reactants, conditions, products, and yield From a dataset of the Open Reaction Database (ORD), a public repository of structured organic reaction records. Starting materials: CC1(OB(OC1(C)C)C1=C(C=CC2=CC=CC=C12)C)C (4,4,5,5-tetramethyl-2-(2-methyl-naphthalen-1-yl)-[1,3,2]dioxaborolane), ClC=1C=C(N=NC1)CN1C(=NC=C1)C (5-chloro-3-(2-methyl-imidazol-1-yl-methyl)-pyridazine). Product: Cl.CC=1N(C=CN1)CC=1N=NC=C(C1)C1=C(C=CC2=CC=CC=C12)C (3-(2-Methyl-imidazol-1-yl-methyl)-5-(2-methyl-naphthalen-1-yl)-pyridazine hydrochloride). Reaction SMILES: CC1(C)C(C)(C)OB([C:9]2[C:18]3[C:13](=[CH:14][CH:15]=[CH:16][CH:17]=3)[CH:12]=[CH:11][C:10]=2[CH3:19])O1.[Cl:21][C:22]1[CH:23]=[C:24]([CH2:28][N:29]2[CH:33]=[CH:32][N:31]=[C:30]2[CH3:34])[N:25]=[N:26][CH:27]=1>>[ClH:21].[CH3:34][C:30]1[N:29]([CH2:28][C:24]2[N:25]=[N:26][CH:27]=[C:22]([C:9]3[C:18]4[C:13](=[CH:14][CH:15]=[CH:16][CH:17]=4)[CH:12]=[CH:11][C:10]=3[CH3:19])[CH:23]=2)[CH:33]=[CH:32][N:31]=1 |f:2.3|. Procedure details: The title compound, MS: m/e=315.3 (M+H+), was prepared from 4,4,5,5-tetramethyl-2-(2-methyl-naphthalen-1-yl)-[1,3,2]dioxaborolane and 5-chloro-3-(2-methyl-imidazol-1-yl-methyl)-pyridazine. Starting materials: [Cl-].[Na+] (sodium chloride), [Si](C)(C)(C(C)(C)C)OC1C=CC(C1)=O (4-t-butyldimethylsilyloxy-2-cyclopentenone), CCOCC (ether), solution, O(C1=CC=CC=C1)CCCC[Mg]Br (4-phenoxybutyl magnesium bromide), 4-phenoxy bromide, [Mg] (magnesium), CCOCC (ether). Conditions: time 4 hour. The product is [Si](C)(C)(C(C)(C)C)OC1=CC(CC1=O)(CCCCOC1=CC=CC=C1)O (5-t-butyldimethylsilyloxy-3-hydroxy-3-(4-phenoxybutyl)cyclopentenone). RXN SMILES: [O:1]([CH2:8][CH2:9][CH2:10][CH2:11][Mg]Br)[C:2]1[CH:7]=[CH:6][CH:5]=[CH:4][CH:3]=1.[Mg].[Si:15]([O:22][CH:23]1[CH2:27][C:26](=[O:28])[CH:25]=[CH:24]1)([C:18]([CH3:21])([CH3:20])[CH3:19])([CH3:17])[CH3:16].[Cl-].[Na+].CC[O:33]CC>>[Si:15]([O:22][C:23]1[C:24](=[O:33])[CH2:25][C:26]([OH:28])([CH2:11][CH2:10][CH2:9][CH2:8][O:1][C:2]2[CH:7]=[CH:6][CH:5]=[CH:4][CH:3]=2)[CH:27]=1)([C:18]([CH3:21])([CH3:20])[CH3:19])([CH3:17])[CH3:16] |f:3.4|. Procedure: 55 ml (39 mmoles) of a 0.71 M solution of 4-phenoxybutyl magnesium bromide prepared from 10.1 g (44 mmoles) of 4-phenoxy bromide and 1.07 g (44 mmoles) of magnesium in 60 ml of ether was taken, and in an atmosphere of nitrogen, a solution of 7.63 g (36 mmoles) of 4-t-butyldimethylsilyloxy-2-cyclopentenone in 20 ml of ether was added dropwise at -78° C., and the mixture was stirred for 4 hours. A saturated aqueous solution of sodium chloride was added to terminate the reaction. The reaction mixtu... The reactants are O (water), IC=1C=C(N)C=CC1 (3-iodoaniline), C(CC(=O)C)(=O)OCC (ethyl acetoacetate), Cl (hydrochlorid). Run in C1=CC=CC=C1 (benzene). Reaction conditions: time 4 hour. The product is C(C)OC(C=C(C)NC1=CC(=CC=C1)I)=O (3-(3-iodo-phenylamino)-but-2-enoic acid ethyl ester). As a reaction SMILES: [I:1][C:2]1[CH:3]=[C:4]([CH:6]=[CH:7][CH:8]=1)[NH2:5].[C:9]([O:15][CH2:16][CH3:17])(=[O:14])[CH2:10][C:11]([CH3:13])=O.Cl.O>C1C=CC=CC=1>[CH2:16]([O:15][C:9](=[O:14])[CH:10]=[C:11]([NH:5][C:4]1[CH:6]=[CH:7][CH:8]=[C:2]([I:1])[CH:3]=1)[CH3:13])[CH3:17]. Procedure details: A mixture of 47.79 g 3-iodoaniline, 27.7 ml ethyl acetoacetate and 0.13 ml 37% hydrochlorid acid in 65 ml benzene is boiled under a reflux condenser fitted with a water separator. After 4 h. 4 ml of water have been collected. The solvent is removed at reduced pressure and the residual oil dried in vacuo. 3-(3-iodo-phenylamino)-but-2-enoic acid ethyl ester is obtained as a light brown oil. MS (ISP): 332.1 (M+H)+. Reactants: NC1=CC=C2C(=N1)C(=CN2)C2CCN(CC2)C (5-amino-3-(1-methylpiperidin-4-yl)pyrrolo[3,2-b]pyridine), COC(=O)CCC(=O)Cl (3-methoxycarbonylpropionyl chloride). Product: COC(=O)CCC(=O)NC1=CC=C2C(=N1)C(=CN2)C2CCN(CC2)C (5-(N-[3-methoxycarbonylpropionyl]amino)-3-(1-methylpiperidin-4-yl)pyrrolo[3,2-b]pyridine). The yield is 66.0%. As a reaction SMILES: [NH2:1][C:2]1[N:7]=[C:6]2[C:8]([CH:11]3[CH2:16][CH2:15][N:14]([CH3:17])[CH2:13][CH2:12]3)=[CH:9][NH:10][C:5]2=[CH:4][CH:3]=1.[CH3:18][O:19][C:20]([CH2:22][CH2:23][C:24](Cl)=[O:25])=[O:21]>>[CH3:18][O:19][C:20]([CH2:22][CH2:23][C:24]([NH:1][C:2]1[N:7]=[C:6]2[C:8]([CH:11]3[CH2:16][CH2:15][N:14]([CH3:17])[CH2:13][CH2:12]3)=[CH:9][NH:10][C:5]2=[CH:4][CH:3]=1)=[O:25])=[O:21]. Procedure details: Beginning with 0.010 gm (0.044 mMol) 5-amino-3-(1-methylpiperidin-4-yl)pyrrolo[3,2-b]pyridine and 0.007 mL (0.057 mMol) 3-methoxycarbonylpropionyl chloride, 0.01 gm (67%) of the title compound were prepared essentially by the procedure described in Example 7. The reactants are CC(=O)NC1CN(C(=O)OC(C)(C)C)CC1O, ClCCl. Product: CC(=O)NC1CN(C(=O)OC(C)(C)C)CC1=O. As a reaction SMILES: [C:1]([CH3:2])(=[O:3])[NH:4][CH:5]1[CH2:6][N:7]([C:11](=[O:12])[O:13][C:14]([CH3:15])([CH3:16])[CH3:17])[CH2:8][CH:9]1[OH:10].[Cl:18][CH2:19][Cl:20]>>[C:1]([CH3:2])(=[O:3])[NH:4][CH:5]1[CH2:6][N:7]([C:11](=[O:12])[O:13][C:14]([CH3:15])([CH3:16])[CH3:17])[CH2:8][C:9]1=[O:10].